From a dataset of the Open Reaction Database (ORD), a public repository of structured organic reaction records. describe an organic reaction: reactants, conditions, products, and yield The reactants are COC(=O)C1=CC=C(O1)C=1C=C2C(=CNC2=CC1)C[C@@H]1N(CCC1)C (5-(5-Methoxycarbonyl-2-furyl)-3-(1-methylpyrrolidin-2(R)-ylmethyl)-1H-indole), [H-].[Al+3].[Li+].[H-].[H-].[H-] (lithium aluminium hydride). Run in O1CCCC1 (tetrahydrofuran). Product: OCC1=CC=C(O1)C=1C=C2C(=CNC2=CC1)C[C@@H]1N(CCC1)C (5-(5-Hydroxymethyl-2-furyl)-3-(1-methylpyrrolidin-2(R)-ylmethyl)-1H -indole). RXN SMILES: C[O:2][C:3]([C:5]1[O:9][C:8]([C:10]2[CH:11]=[C:12]3[C:16](=[CH:17][CH:18]=2)[NH:15][CH:14]=[C:13]3[CH2:19][C@H:20]2[CH2:24][CH2:23][CH2:22][N:21]2[CH3:25])=[CH:7][CH:6]=1)=O.[H-].[Al+3].[Li+].[H-].[H-].[H-]>O1CCCC1>[OH:2][CH2:3][C:5]1[O:9][C:8]([C:10]2[CH:11]=[C:12]3[C:16](=[CH:17][CH:18]=2)[NH:15][CH:14]=[C:13]3[CH2:19][C@H:20]2[CH2:24][CH2:23][CH2:22][N:21]2[CH3:25])=[CH:7][CH:6]=1 |f:1.2.3.4.5.6|. Procedure details: 5-(5-Methoxycarbonyl-2-furyl)-3-(1-methylpyrrolidin-2(R)-ylmethyl)-1H-indole (see Example 65) was reacted with lithium aluminium hydride, in tetrahydrofuran, using a procedure similar to that described in Example 63. This gave the title compound. Found: C,70.59; H,6.81; N,8.41. C19H22N2O2.3/16CH2Cl2 requires: C,70.62; H,6.91; N,8.59%. Starting materials: CC(=O)N1CCNCC1, CC(=O)O[BH-](OC(C)=O)OC(C)=O, COc1ccc(F)c(Cl)c1C(C)c1c[nH]c2ncc(-c3cnn(C4CCC(=O)CC4)c3C)cc12, ClCCCl, [Na+]. Product: COc1ccc(F)c(Cl)c1C(C)c1c[nH]c2ncc(-c3cnn(C4CCC(N5CCN(C(C)=O)CC5)CC4)c3C)cc12. As a reaction SMILES: [C:35]([CH3:36])(=[O:37])[N:38]1[CH2:39][CH2:40][NH:41][CH2:42][CH2:43]1.[C:44]([O:45][BH-:46]([O:47][C:48](=[O:49])[CH3:50])[O:51][C:52](=[O:53])[CH3:54])(=[O:55])[CH3:56].[Cl:1][c:2]1[c:3]([CH:11]([CH3:12])[c:13]2[cH:14][nH:15][c:16]3[n:17][cH:18][c:19](-[c:22]4[cH:23][n:24][n:25]([CH:28]5[CH2:29][CH2:30][C:31](=[O:34])[CH2:32][CH2:33]5)[c:26]4[CH3:27])[cH:20][c:21]23)[c:4]([O:9][CH3:10])[cH:5][cH:6][c:7]1[F:8].[Cl:58][CH2:59][CH2:60][Cl:61].[Na+:57]>>[Cl:1][c:2]1[c:3]([CH:11]([CH3:12])[c:13]2[cH:14][nH:15][c:16]3[n:17][cH:18][c:19](-[c:22]4[cH:23][n:24][n:25]([CH:28]5[CH2:29][CH2:30][CH:31]([N:41]6[CH2:40][CH2:39][N:38]([C:35]([CH3:36])=[O:37])[CH2:43][CH2:42]6)[CH2:32][CH2:33]5)[c:26]4[CH3:27])[cH:20][c:21]23)[c:4]([O:9][CH3:10])[cH:5][cH:6][c:7]1[F:8].